This data is from the Open Reaction Database (ORD), a public repository of structured organic reaction records. The task is: describe an organic reaction: reactants, conditions, products, and yield Procedure details: To a mixture of activated manganese dioxide (5.66 g, 65 mmol), sodium cyanide (833 mg, 17 mmol), and glacial acetic acid (300 mg) in methanol (70 mL) was added 2-iodo-4-formyl-1-triphenylmethylimidazole (2.33 g, 5.0 mmol) in one portion. The mixture was stirred for 1 hour at room temperature and then filtered through Celite. The filtrate was concentrated and the residue was partitioned into methylene chloride and water. The organic phase was dried (magnesium sulfate) and concentrated in vacuo to... Isolated yield 91.5%. Reagents/catalysts: [O-2].[O-2].[Mn+4] (manganese dioxide). Reactants: [C-]#N.[Na+] (sodium cyanide), C(C)(=O)O (acetic acid), IC=1N(C=C(N1)C=O)C(C1=CC=CC=C1)(C1=CC=CC=C1)C1=CC=CC=C1 (2-iodo-4-formyl-1-triphenylmethylimidazole). Solvent: CO (methanol). Reaction SMILES: [C-]#N.[Na+].[C:4](O)(=[O:6])C.[I:8][C:9]1[N:10]([C:16]([C:29]2[CH:34]=[CH:33][CH:32]=[CH:31][CH:30]=2)([C:23]2[CH:28]=[CH:27][CH:26]=[CH:25][CH:24]=2)[C:17]2[CH:22]=[CH:21][CH:20]=[CH:19][CH:18]=2)[CH:11]=[C:12]([CH:14]=[O:15])[N:13]=1>CO.[O-2].[O-2].[Mn+4]>[I:8][C:9]1[N:10]([C:16]([C:17]2[CH:22]=[CH:21][CH:20]=[CH:19][CH:18]=2)([C:23]2[CH:24]=[CH:25][CH:26]=[CH:27][CH:28]=2)[C:29]2[CH:34]=[CH:33][CH:32]=[CH:31][CH:30]=2)[CH:11]=[C:12]([C:14]([O:6][CH3:4])=[O:15])[N:13]=1 |f:0.1,5.6.7|. Yields the product IC=1N(C=C(N1)C(=O)OC)C(C1=CC=CC=C1)(C1=CC=CC=C1)C1=CC=CC=C1 (2-iodo-4-(methoxycarbonyl)-1-triphenylmethylimidazole). Conditions: time 1 hour. Starting materials: NN1C(C2=CC=CC=C2C(=N1)CC1=CC=CC=C1)=O (2-amino-4-benzylphthalazin-1(2H)-one), FC=1C=C(C=C(C1)F)CC(=O)O (2-(3,5-difluorophenyl)acetic acid). Yields the product C(C1=CC=CC=C1)C1=NN(C(C2=CC=CC=C12)=O)NC(CC1=CC(=CC(=C1)F)F)=O (N-(4-benzyl-1-oxophthalazin-2(1H)-yl)-2-(3,5-difluorophenyl)acetamide). As a reaction SMILES: [NH2:1][N:2]1[N:11]=[C:10]([CH2:12][C:13]2[CH:18]=[CH:17][CH:16]=[CH:15][CH:14]=2)[C:9]2[C:4](=[CH:5][CH:6]=[CH:7][CH:8]=2)[C:3]1=[O:19].[F:20][C:21]1[CH:22]=[C:23]([CH2:28][C:29](O)=[O:30])[CH:24]=[C:25]([F:27])[CH:26]=1>>[CH2:12]([C:10]1[C:9]2[C:4](=[CH:5][CH:6]=[CH:7][CH:8]=2)[C:3](=[O:19])[N:2]([NH:1][C:29](=[O:30])[CH2:28][C:23]2[CH:22]=[C:21]([F:20])[CH:26]=[C:25]([F:27])[CH:24]=2)[N:11]=1)[C:13]1[CH:14]=[CH:15][CH:16]=[CH:17][CH:18]=1. Procedure details: The product of Example 139A and 2-(3,5-difluorophenyl)acetic acid were treated using a method similar to that described in Example 17C to give the title compound. 1H NMR (400 MHz, DMSO-d6) δ ppm 11.66-11.72 (bs, 1H), 8.32 (dd, J=7.8, 1.5 Hz, 1H), 7.97-8.00 (m, 1H), 7.92 (ddd, J=8.0, 7.2, 1.5 Hz, 1H), 7.86 (ddd, J=7.8, 7.1, 1.3 Hz, 1H), 7.24-7.37 (m, 4H), 7.11-7.23 (m, 4H), 4.32-4.32 (bs, 2H), 3.77 (s, 2H); LC/MS (APCI) M/Z 406 (M+H)+. The reactants are C1CCCCC1, COc1ccc(COC(=O)C(N=Cc2ccccc2)P(=O)(OC)OC)cc1, O, Cc1ccc(S(=O)(=O)O)cc1. The product is COc1ccc(COC(=O)C(N)P(=O)(OC)OC)cc1. As a reaction SMILES: [CH2:40]1[CH2:41][CH2:42][CH2:43][CH2:44][CH2:45]1.[CH:1]([c:2]1[cH:3][cH:4][cH:5][cH:6][cH:7]1)=[N:8][CH:9]([C:10](=[O:11])[O:12][CH2:13][c:14]1[cH:15][cH:16][c:17]([O:20][CH3:21])[cH:18][cH:19]1)[P:22](=[O:23])([O:24][CH3:25])[O:26][CH3:27].[OH2:28].[c:29]1([CH3:30])[cH:31][cH:32][c:33]([S:34]([OH:35])(=[O:36])=[O:37])[cH:38][cH:39]1>>[NH2:8][CH:9]([C:10](=[O:11])[O:12][CH2:13][c:14]1[cH:15][cH:16][c:17]([O:20][CH3:21])[cH:18][cH:19]1)[P:22](=[O:23])([O:24][CH3:25])[O:26][CH3:27]. Reactants: O=C(O)C=CC(=O)O, CC(=O)O, Cc1ccccc1, Clc1ccc(N2CC3CNCC32)cn1, CCOC(=O)C1=C(NC(C)c2ccccc2)CN(C(=O)OC(C)(C)C)CC1. Product: CCOC(=O)C1CCN(C(=O)OC(C)(C)C)CC1NC(C)c1ccccc1. RXN SMILES: [C:32]([OH:33])(=[O:34])[CH:35]=[CH:36][C:37]([OH:38])=[O:39].[CH3:28][C:29](=[O:30])[OH:31].[CH3:54][c:55]1[cH:56][cH:57][cH:58][cH:59][cH:60]1.[Cl:40][c:41]1[n:42][cH:43][c:44]([N:45]2[CH2:46][CH:47]3[CH:48]2[CH2:49][NH:50][CH2:51]3)[cH:52][cH:53]1.[c:1]1([CH:7]([CH3:8])[NH:9][C:10]2=[C:11]([C:23](=[O:24])[O:25][CH2:26][CH3:27])[CH2:12][CH2:13][N:14]([C:16](=[O:17])[O:18][C:19]([CH3:20])([CH3:21])[CH3:22])[CH2:15]2)[cH:2][cH:3][cH:4][cH:5][cH:6]1>>[c:1]1([CH:7]([CH3:8])[NH:9][CH:10]2[CH:11]([C:23](=[O:24])[O:25][CH2:26][CH3:27])[CH2:12][CH2:13][N:14]([C:16](=[O:17])[O:18][C:19]([CH3:20])([CH3:21])[CH3:22])[CH2:15]2)[cH:2][cH:3][cH:4][cH:5][cH:6]1. The reactants are NC(=O)c1sc2ccc(Br)cc2c1-c1ccccc1, O, O=P(Cl)(Cl)Cl. Product: N#Cc1sc2ccc(Br)cc2c1-c1ccccc1. RXN SMILES: [Br:1][c:2]1[cH:3][c:4]2[c:5]([s:6][c:7]([C:15](=[O:16])[NH2:17])[c:8]2-[c:9]2[cH:10][cH:11][cH:12][cH:13][cH:14]2)[cH:18][cH:19]1.[OH2:25].[P:20]([Cl:21])([Cl:22])([Cl:23])=[O:24]>>[Br:1][c:2]1[cH:3][c:4]2[c:5]([s:6][c:7]([C:15]#[N:17])[c:8]2-[c:9]2[cH:10][cH:11][cH:12][cH:13][cH:14]2)[cH:18][cH:19]1. Reactants: ClCCCC=O (4-chlorobutyraldehyde), C(CCCCCCCC)C1=C(C=CC=C1)Br (2-nonylbromobenzene). The product is ClCCCC(O)C1=C(C=CC=C1)CCCCCCCCC (4-chloro-1-(2-nonylphenyl)-butanol). As a reaction SMILES: [Cl:1][CH2:2][CH2:3][CH2:4][CH:5]=[O:6].[CH2:7]([C:16]1[CH:21]=[CH:20][CH:19]=[CH:18][C:17]=1Br)[CH2:8][CH2:9][CH2:10][CH2:11][CH2:12][CH2:13][CH2:14][CH3:15]>>[Cl:1][CH2:2][CH2:3][CH2:4][CH:5]([C:17]1[CH:18]=[CH:19][CH:20]=[CH:21][C:16]=1[CH2:7][CH2:8][CH2:9][CH2:10][CH2:11][CH2:12][CH2:13][CH2:14][CH3:15])[OH:6]. Reported procedure: In a manner analogous to that described in Example 17a, but starting from 4-chlorobutyraldehyde, 2-nonylbromobenzene yields the title compound in the form of a colourless oil; IR (CH2Cl2): 3600, 2960, 2930, 2860, 1470, 1055 cm-1. The reactants are FC1=CC=C(C=C1)C1=NC(=C(C(=O)O)C=C1)C (6-(4-fluorophenyl)-2-methylnicotinic acid), NC=1C=C2C=NN(C2=CC1)C (5-amino-1-methylindazole). Product: FC1=CC=C(C=C1)C1=NC(=C(C(=O)NC=2C=C3C=NN(C3=CC2)C)C=C1)C (6-(4-Fluorophenyl)-2-methyl-N-(1-methylindazol-5-yl)nicotinamide). RXN SMILES: [F:1][C:2]1[CH:7]=[CH:6][C:5]([C:8]2[CH:16]=[CH:15][C:11]([C:12]([OH:14])=O)=[C:10]([CH3:17])[N:9]=2)=[CH:4][CH:3]=1.[NH2:18][C:19]1[CH:20]=[C:21]2[C:25](=[CH:26][CH:27]=1)[N:24]([CH3:28])[N:23]=[CH:22]2>>[F:1][C:2]1[CH:3]=[CH:4][C:5]([C:8]2[CH:16]=[CH:15][C:11]([C:12]([NH:18][C:19]3[CH:20]=[C:21]4[C:25](=[CH:26][CH:27]=3)[N:24]([CH3:28])[N:23]=[CH:22]4)=[O:14])=[C:10]([CH3:17])[N:9]=2)=[CH:6][CH:7]=1. Procedure details: Using the procedure outlined in Example 15, the title compound was prepared from 6-(4-fluorophenyl)nicotinic acid (D3) (100 mg, 0.43 mmol) and 5-amino-1-methylindazole (58 mg, 0.39 mmol) as a white solid (21 mg). MS (ES): MH+ 361, (M−H)− 359. Starting materials: ClC1=CC2=C(OC3=C(C=N2)C=CC=C3)C=C1 (8-chloro-dibenz[b,f]-[1,4]oxazepine), C1(C=2C(C(=O)O1)=CC=CC2)=O (phthalic anhydride). Solvent: C1CCOC1 (THF). The product is ClC1=CC2=C(OC3=C(CN2C(=O)C2=C(C(=O)O)C=CC=C2)C=CC=C3)C=C1 (2-[(8-chlorodibenz[b,f][1,4]oxazepin-10(11H)-yl)carbonyl]benzoic acid). The yield is 70.3%. RXN SMILES: [Cl:1][C:2]1[CH:16]=[CH:15][C:5]2[O:6][C:7]3[CH:14]=[CH:13][CH:12]=[CH:11][C:8]=3[CH:9]=[N:10][C:4]=2[CH:3]=1.[C:17]1(=[O:27])[O:22][C:20](=[O:21])[C:19]2=[CH:23][CH:24]=[CH:25][CH:26]=[C:18]12>C1COCC1>[Cl:1][C:2]1[CH:16]=[CH:15][C:5]2[O:6][C:7]3[CH:14]=[CH:13][CH:12]=[CH:11][C:8]=3[CH2:9][N:10]([C:17]([C:18]3[CH:26]=[CH:25][CH:24]=[CH:23][C:19]=3[C:20]([OH:22])=[O:21])=[O:27])[C:4]=2[CH:3]=1. Procedure: A stirred mixture of 8-chloro-dibenz[b,f]-[1,4]oxazepine (3.35 g) and phthalic anhydride (2.13 g) in THF (40 mL) was heated to reflux for 4 days. The mixture was concentrated and the residue was triturated with ether. The precipitated solid was filtered to give the title compound as a white solid (3.84 g). The reactants are N1=CC(=CC2=CC=CC=C12)CC(C#N)=CNC1=CC=CC=C1 (2-(3-Quinolylmethyl)-3-anilinoacrylonitrile), NC(=N)N (guanidine). Yields the product NC1=NC=C(C(=N1)N)CC=1C=NC2=CC=CC=C2C1 (2,4-diamino-5-(3-quinolylmethyl)pyrimidine). Yield: 87.0%. As a reaction SMILES: [N:1]1[C:10]2[C:5](=[CH:6][CH:7]=[CH:8][CH:9]=2)[CH:4]=[C:3]([CH2:11][C:12](=[CH:15]NC2C=CC=CC=2)[C:13]#[N:14])[CH:2]=1.[NH2:23][C:24]([NH2:26])=[NH:25]>>[NH2:25][C:24]1[N:26]=[C:13]([NH2:14])[C:12]([CH2:11][C:3]2[CH:2]=[N:1][C:10]3[C:5]([CH:4]=2)=[CH:6][CH:7]=[CH:8][CH:9]=3)=[CH:15][N:23]=1. Procedure details: 2-(3-Quinolylmethyl)-3-anilinoacrylonitrile (6.38 g) was treated with guanidine in the manner of Example 5B. There was isolated 4.90 g (87%) of 2,4-diamino-5-(3-quinolylmethyl)pyrimidine which was recrystallized from methyl cellosolve with the aid of decolorizing charcoal; m.p. 279°-282° C. (dec). Anal. Calcd. for C14H13N5 : C, 66.92; H, 5.21; N, 27.87. Found: C, 66.57; H, 5.36; N, 27.54.